This data is from the Open Reaction Database (ORD), a public repository of structured organic reaction records. The task is: describe an organic reaction: reactants, conditions, products, and yield Reactants: BrC=1C=C2C(=NNC2=CC1)C1=CC=C(C=C1)F (5-bromo-3-(4-fluorophenyl)-1H-indazole), O1CCCC=C1 (3,4-dihydro-2H-pyran), O.C1(=CC=C(C=C1)S(=O)(=O)O)C (p-toluenesulfonic acid monohydrate). The solvent is O1CCCC1 (tetrahydrofuran). Reaction conditions: time 24 hour. Yields the product BrC=1C=C2C(=NN(C2=CC1)C1OCCCC1)C1=CC=C(C=C1)F (5-Bromo-3-(4-fluorophenyl)-1-(tetrahydropyran-2-yl)-1H-indazole). The yield is 82.1%. RXN SMILES: [Br:1][C:2]1[CH:3]=[C:4]2[C:8](=[CH:9][CH:10]=1)[NH:7][N:6]=[C:5]2[C:11]1[CH:16]=[CH:15][C:14]([F:17])=[CH:13][CH:12]=1.[O:18]1[CH:23]=[CH:22][CH2:21][CH2:20][CH2:19]1.O.C1(C)C=CC(S(O)(=O)=O)=CC=1>O1CCCC1>[Br:1][C:2]1[CH:3]=[C:4]2[C:8](=[CH:9][CH:10]=1)[N:7]([CH:19]1[CH2:20][CH2:21][CH2:22][CH2:23][O:18]1)[N:6]=[C:5]2[C:11]1[CH:16]=[CH:15][C:14]([F:17])=[CH:13][CH:12]=1 |f:2.3|. Reported procedure: To a solution of 5-bromo-3-(4-fluorophenyl)-1H-indazole (8.00 g, 27.48 mmol) in dried tetrahydrofuran (80 mL) under nitrogen at ambient temperature was added 3,4-dihydro-2H-pyran (5.78 g, 68.7 mmol) and p-toluenesulfonic acid monohydrate (1.00 g, 5.26 mmol). The reaction mixture was stirred at room temperature for 24 hours. It was quenched with dichloromethane and washed with 5% sodium carbonate and brine. The dichloromethane layer was dried over magnesium sulfate and concentrated. Crystallizati...